From a dataset of the Open Reaction Database (ORD), a public repository of structured organic reaction records. describe an organic reaction: reactants, conditions, products, and yield The reactants are O1C(OCC1)C=1C=C2C(=NN(C2=CC1)COCC[Si](C)(C)C)I (5-(1,3-Dioxolan-2-yl)-3-iodo-1-{[2-(trimethylsilyl)ethoxy]methyl}-1H-indazole), N1(CCCCC1)CCO (2-(piperidin-1-yl)ethanol), alcohol. Solvent: C1(=CC=CC=C1)C (toluene). Product: O1C(OCC1)C=1C=C2C(=NN(C2=CC1)COCC[Si](C)(C)C)OCCN1CCCCC1 (5-(1,3-Dioxolan-2-yl)-3-[2-(piperidin-1-yl)ethoxy]-1-{[2-(trimethylsilyl)ethoxy]methyl}-1H-indazole). As a reaction SMILES: [O:1]1[CH2:5][CH2:4][O:3][CH:2]1[C:6]1[CH:7]=[C:8]2[C:12](=[CH:13][CH:14]=1)[N:11]([CH2:15][O:16][CH2:17][CH2:18][Si:19]([CH3:22])([CH3:21])[CH3:20])[N:10]=[C:9]2I.[N:24]1([CH2:30][CH2:31][OH:32])[CH2:29][CH2:28][CH2:27][CH2:26][CH2:25]1>C1(C)C=CC=CC=1>[O:1]1[CH2:5][CH2:4][O:3][CH:2]1[C:6]1[CH:7]=[C:8]2[C:12](=[CH:13][CH:14]=1)[N:11]([CH2:15][O:16][CH2:17][CH2:18][Si:19]([CH3:22])([CH3:21])[CH3:20])[N:10]=[C:9]2[O:32][CH2:31][CH2:30][N:24]1[CH2:29][CH2:28][CH2:27][CH2:26][CH2:25]1. Procedure: The title compound was prepared from 600 mg (1.344 mmol) 5-(1,3-dioxolan-2-yl)-3-iodo-1-{[2-(trimethylsilyl)ethoxy]methyl}-1H-indazole (Example 6A) in analogy to the procedure described in Example 21A. The procedure was modified by using 5 equivalents of 2-(piperidin-1-yl)ethanol as the alcohol reactant and by switching to toluene as solvent. Instead of using microwave irradiation, the reaction mixture was refluxed for 5 days employing conventional heating. During this time, the same amounts of ...